From a dataset of the Open Reaction Database (ORD), a public repository of structured organic reaction records. describe an organic reaction: reactants, conditions, products, and yield The reactants are FC(C=1C=C(C=CC1)C=1C=C(C=NC1)NC(C1=CC=CC=C1)=O)(F)F (N-{5-[3-(trifluoromethyl)phenyl]pyridin-3-yl]benzamide). The solvent is C(C)(=O)O (acetic acid). The product is FC(C=1C=C(C=CC1)C1CC(CNC1)NC(=O)C1=CC=CC=C1)(F)F (N-{5-[3-(Trifluoromethyl)phenyl]piperidin-3-yl}benzenecarboxamide). As a reaction SMILES: [F:1][C:2]([F:25])([F:24])[C:3]1[CH:4]=[C:5]([C:9]2[CH:10]=[C:11]([NH:15][C:16](=[O:23])[C:17]3[CH:22]=[CH:21][CH:20]=[CH:19][CH:18]=3)[CH:12]=[N:13][CH:14]=2)[CH:6]=[CH:7][CH:8]=1>C(O)(=O)C>[F:24][C:2]([F:1])([F:25])[C:3]1[CH:4]=[C:5]([CH:9]2[CH2:14][NH:13][CH2:12][CH:11]([NH:15][C:16]([C:17]3[CH:22]=[CH:21][CH:20]=[CH:19][CH:18]=3)=[O:23])[CH2:10]2)[CH:6]=[CH:7][CH:8]=1. Procedure: A solution of 840 mg (1.82 mmol) of N-{5-[3-(trifluoromethyl)phenyl]pyridin-3-yl]benzamide in 100 ml of glacial acetic acid was reacted according to General Method 6A. The solution was concentrated under reduced pressure. The product was purified by preparative HPLC (Reprosil C18, water/acetonitrile gradient). Yield: 700 mg Reactants: C1(CCCCC1)C[C@@H](C(=O)NCC)NC(OC(C)(C)C)=O ((S)-tert-butyl 3-cyclohexyl-1-(ethylamino)-1-oxopropan-2-ylcarbamate), COCCO[AlH2-]OCCOC.[Na+] (Red-Al). Solvent: C1(=CC=CC=C1)C (toluene). Conditions: time 8 hour. Yields the product C1(CCCCC1)C[C@@H](CNCC)NC(OC(C)(C)C)=O ((S)-tert-butyl 1-cyclohexyl-3-(ethylamino)propan-2-ylcarbamate). Yield: 79.8%. Reaction SMILES: [CH:1]1([CH2:7][C@H:8]([NH:14][C:15](=[O:21])[O:16][C:17]([CH3:20])([CH3:19])[CH3:18])[C:9]([NH:11][CH2:12][CH3:13])=O)[CH2:6][CH2:5][CH2:4][CH2:3][CH2:2]1.COCCO[AlH2-]OCCOC.[Na+]>C1(C)C=CC=CC=1>[CH:1]1([CH2:7][C@H:8]([NH:14][C:15](=[O:21])[O:16][C:17]([CH3:20])([CH3:19])[CH3:18])[CH2:9][NH:11][CH2:12][CH3:13])[CH2:2][CH2:3][CH2:4][CH2:5][CH2:6]1 |f:1.2|. Procedure details: To a solution of (S)-tert-butyl 3-cyclohexyl-1-(ethylamino)-1-oxopropan-2-ylcarbamate (444 mg, 1.49 mmol) in anhydrous toluene at 0° C. was added Red-Al (65%, 1.39 g, 1.36 mL, 4.47 mmol) over 20 min. After the addition, the reaction was allowed to stir at rt overnight. The reaction was cooled to 0° C. and quenched with Na2SO4.10H2O. The resulting mixture was stirred for 2-3 h, filtered through Celite, and washed with THF (200 mL). The filtrate was dried and concentrated to give crude product (S)...